Dataset: the Open Reaction Database (ORD), a public repository of structured organic reaction records. Task: describe an organic reaction: reactants, conditions, products, and yield The reactants are [Li]CCCC, C1CCOC1, CCCCCCCCCCCC(C)=O, CC(C)NC(C)C, C[Si](C)(C)Cl. Yields the product C=C(CCCCCCCCCCC)O[Si](C)(C)C. As a reaction SMILES: [CH2:1]([Li:2])[CH2:3][CH2:4][CH3:5].[CH2:32]1[O:33][CH2:34][CH2:35][CH2:36]1.[CH3:13][C:14]([CH2:15][CH2:16][CH2:17][CH2:18][CH2:19][CH2:20][CH2:21][CH2:22][CH2:23][CH2:24][CH3:25])=[O:26].[CH:6]([NH:7][CH:8]([CH3:9])[CH3:10])([CH3:11])[CH3:12].[Cl:27][Si:28]([CH3:29])([CH3:30])[CH3:31]>>[CH2:13]=[C:14]([CH2:15][CH2:16][CH2:17][CH2:18][CH2:19][CH2:20][CH2:21][CH2:22][CH2:23][CH2:24][CH3:25])[O:26][Si:28]([CH3:29])([CH3:30])[CH3:31].